Task: describe an organic reaction: reactants, conditions, products, and yield. Dataset: the Open Reaction Database (ORD), a public repository of structured organic reaction records The reactants are ClS(=O)(=O)O (chlorosulfonic acid), ClC1=CC=C(C=C1)C1OC(=O)C2=CC=CC=C12 (3-(4'-chlorophenyl)phthalide), ClS(=O)(=O)O (chlorosulfonic acid), ice, ice water, ice. Conditions: temperature 70 celsius, time 2 hour. Yields the product ClC1=C(C=C(C=C1)C1OC(=O)C2=CC=CC=C12)S(=O)(=O)Cl (3-(4'-Chloro-3'-chlorosulfonylphenyl)phthalide). Isolated yield 84.0%. RXN SMILES: [Cl:1][C:2]1[CH:7]=[CH:6][C:5]([CH:8]2[C:17]3[C:12](=[CH:13][CH:14]=[CH:15][CH:16]=3)[C:10](=[O:11])[O:9]2)=[CH:4][CH:3]=1.[Cl:18][S:19](O)(=[O:21])=[O:20]>>[Cl:1][C:2]1[CH:3]=[CH:4][C:5]([CH:8]2[C:17]3[C:12](=[CH:13][CH:14]=[CH:15][CH:16]=3)[C:10](=[O:11])[O:9]2)=[CH:6][C:7]=1[S:19]([Cl:18])(=[O:21])=[O:20]. Procedure details: A three-liter, 3-neck flask equipped with a condensor and drying tube, magnetic spin-bar, thermometer and temperature controller was charged with 48.9 grams (0.2 mol) of the 3-(4'-chlorophenyl)phthalide of Example 1 and with chlorosulfonic acid (1467 ml--about 30 ml/gram of reactant). The resulting dark-purple mixture was stirred and heated at about 70° C. for about 21/2 hours. The mixture was subsequently added, dropwise, over a period of about 21/2 hours, to a stirred ice-water mixture in orde...